Dataset: the Open Reaction Database (ORD), a public repository of structured organic reaction records. Task: describe an organic reaction: reactants, conditions, products, and yield Starting materials: CCOP(=O)(NC1CN(C(=O)OCc2ccccc2)CCC1C)OCC, CO. Product: CCOP(=O)(NC1CNCCC1C)OCC. RXN SMILES: [CH2:1]([CH3:2])[O:3][P:4](=[O:5])([O:6][CH2:7][CH3:8])[NH:9][CH:10]1[CH2:11][N:12]([C:17]([O:18][CH2:19][c:20]2[cH:21][cH:22][cH:23][cH:24][cH:25]2)=[O:26])[CH2:13][CH2:14][CH:15]1[CH3:16].[CH3:27][OH:28]>>[CH2:1]([CH3:2])[O:3][P:4](=[O:5])([O:6][CH2:7][CH3:8])[NH:9][CH:10]1[CH2:11][NH:12][CH2:13][CH2:14][CH:15]1[CH3:16]. Reactants: COc1cc2nc(N(C)CC3(c4ccccc4)CCNCC3)nc(N)c2cc1OC, Cc1ccccc1, ClCCl, [Na+], [Na+], O=C([O-])[O-], O=C=Nc1cccnc1. Yields the product COc1cc2nc(N(C)CC3(c4ccccc4)CCN(C(=O)Nc4cccnc4)CC3)nc(N)c2cc1OC. As a reaction SMILES: [CH3:1][O:2][c:3]1[cH:4][c:5]2[c:6]([NH2:30])[n:7][c:8]([N:15]([CH3:16])[CH2:17][C:18]3([c:24]4[cH:25][cH:26][cH:27][cH:28][cH:29]4)[CH2:19][CH2:20][NH:21][CH2:22][CH2:23]3)[n:9][c:10]2[cH:11][c:12]1[O:13][CH3:14].[CH3:49][c:50]1[cH:51][cH:52][cH:53][cH:54][cH:55]1.[Cl:46][CH2:47][Cl:48].[Na+:40].[Na+:41].[O-:42][C:43](=[O:44])[O-:45].[n:31]1[cH:32][c:33]([N:37]=[C:38]=[O:39])[cH:34][cH:35][cH:36]1>>[CH3:1][O:2][c:3]1[cH:4][c:5]2[c:6]([NH2:30])[n:7][c:8]([N:15]([CH3:16])[CH2:17][C:18]3([c:24]4[cH:25][cH:26][cH:27][cH:28][cH:29]4)[CH2:19][CH2:20][N:21]([C:38]([NH:37][c:33]4[cH:32][n:31][cH:36][cH:35][cH:34]4)=[O:39])[CH2:22][CH2:23]3)[n:9][c:10]2[cH:11][c:12]1[O:13][CH3:14]. Reactants: C(C1=CC=CC=C1)OC=1C(=NC(=NC1O)CC1(CCCC1)C1=CC(=CC=C1)C(F)(F)F)C(=O)O (5-(Benzyloxy)-6-hydroxy-2-((1-(3-(trifluoromethyl)phenyl)cyclopentyl)methyl)pyrimidine-4-carboxylic acid), [Si](C)(C)(C(C)(C)C)OCCNC(C)C (N-(2-(tert-Butyldimethylsilyloxy)ethyl)propan-2-amine), [Si](C)(C)(C(C)(C)C)OCCN(C(=O)C1=NC(=NC(=C1OCC1=CC=CC=C1)O)CC1(CCCC1)C1=CC=C(C=C1)C(F)(F)F)C(C)C (5-Benzyloxy-6-hydroxy-2-[1-(4-trifluoromethyl-phenyl)-cyclopentylmethyl]-pyrimidine-4-carboxylic acid [2-(tert-butyl-dimethylsilanyloxy)-ethyl]-isopropylamide). Yields the product C(C1=CC=CC=C1)OC=1C(=NC(=NC1O)CC1(CCCC1)C1=CC(=CC=C1)C(F)(F)F)C(=O)N(C(C)C)CCO[Si](C)(C)C(C)(C)C (5-(Benzyloxy)-N-(2-((tert-butyldimethylsilyl)oxy)ethyl)-6-hydroxy-N-isopropyl-2-((1-(3-(trifluoromethyl)phenyl)cyclopentyl)methyl)pyrimidine-4-carboxamide). As a reaction SMILES: [CH2:1]([O:8][C:9]1[C:10]([C:32]([OH:34])=O)=[N:11][C:12]([CH2:16][C:17]2([C:22]3[CH:27]=[CH:26][CH:25]=[C:24]([C:28]([F:31])([F:30])[F:29])[CH:23]=3)[CH2:21][CH2:20][CH2:19][CH2:18]2)=[N:13][C:14]=1[OH:15])[C:2]1[CH:7]=[CH:6][CH:5]=[CH:4][CH:3]=1.[Si:35]([O:42][CH2:43][CH2:44][NH:45][CH:46]([CH3:48])[CH3:47])([C:38]([CH3:41])([CH3:40])[CH3:39])([CH3:37])[CH3:36].[Si](OCCN(C(C)C)C(C1C(OCC2C=CC=CC=2)=C(O)N=C(CC2(C3C=CC(C(F)(F)F)=CC=3)CCCC2)N=1)=O)(C(C)(C)C)(C)C>>[CH2:1]([O:8][C:9]1[C:10]([C:32]([N:45]([CH2:44][CH2:43][O:42][Si:35]([C:38]([CH3:40])([CH3:39])[CH3:41])([CH3:36])[CH3:37])[CH:46]([CH3:47])[CH3:48])=[O:34])=[N:11][C:12]([CH2:16][C:17]2([C:22]3[CH:27]=[CH:26][CH:25]=[C:24]([C:28]([F:31])([F:30])[F:29])[CH:23]=3)[CH2:18][CH2:19][CH2:20][CH2:21]2)=[N:13][C:14]=1[OH:15])[C:2]1[CH:3]=[CH:4][CH:5]=[CH:6][CH:7]=1. Reported procedure: 5-(Benzyloxy)-N-(2-((tert-butyldimethylsilyl)oxy)ethyl)-6-hydroxy-N-isopropyl-2-((1-(3-(trifluoromethyl)phenyl)cyclopentyl)methyl)pyrimidine-4-carboxamide (476) was synthesized from 5-(benzyloxy)-6-hydroxy-2-((1-(3-(trifluoromethyl)phenyl)cyclopentyl)methyl)pyrimidine-4-carboxylic acid (475) and [2-(tert-butyl-dimethylsilanyloxy)-ethyl]-isopropyl-amine (8b) following the procedure described for 5-benzyloxy-2-[1-(4-trifluoromethyl-phenyl)-cyclopentylmethyl]-6-hydroxypyrimidine-4-carboxylic acid [... Reactants: CCO, N#Cc1ccccc1, O. Product: NC(=O)c1ccccc1. RXN SMILES: [CH3:10][CH2:11][OH:12].[N:1]#[C:2][c:3]1[cH:4][cH:5][cH:6][cH:7][cH:8]1.[OH2:9]>>[NH2:1][C:2]([c:3]1[cH:4][cH:5][cH:6][cH:7][cH:8]1)=[O:9]. Starting materials: NC(=O)c1onc(C2CCCC2)c1[N+](=O)[O-], [Cl-], [NH4+], O, [Zn]. Product: NC(=O)c1onc(C2CCCC2)c1N. RXN SMILES: [CH:1]1([c:6]2[n:7][o:8][c:9]([C:14](=[O:15])[NH2:16])[c:10]2[N+:11]([O-:12])=[O:13])[CH2:2][CH2:3][CH2:4][CH2:5]1.[Cl-:17].[NH4+:18].[OH2:19].[Zn:20]>>[CH:1]1([c:6]2[n:7][o:8][c:9]([C:14](=[O:15])[NH2:16])[c:10]2[NH2:11])[CH2:2][CH2:3][CH2:4][CH2:5]1.